From a dataset of the Open Reaction Database (ORD), a public repository of structured organic reaction records. describe an organic reaction: reactants, conditions, products, and yield Reactants: N#Cc1cc(Br)cc(Oc2c(Cl)ccc(CNC(=O)c3[nH]cnc3Cl)c2F)c1, C1CCOC1, C#CC(C)C, [Cu]I. Product: CC(C)C#Cc1cc(C#N)cc(Oc2c(Cl)ccc(CNC(=O)c3[nH]cnc3Cl)c2F)c1. RXN SMILES: [Br:1][c:2]1[cH:3][c:4]([O:10][c:11]2[c:12]([F:28])[c:13]([CH2:18][NH:19][C:20](=[O:21])[c:22]3[c:23]([Cl:27])[n:24][cH:25][nH:26]3)[cH:14][cH:15][c:16]2[Cl:17])[cH:5][c:6]([C:8]#[N:9])[cH:7]1.[CH2:34]1[O:35][CH2:36][CH2:37][CH2:38]1.[CH3:29][CH:30]([C:31]#[CH:32])[CH3:33].[Cu:39][I:40]>>[c:2]1([C:32]#[C:31][CH:30]([CH3:29])[CH3:33])[cH:3][c:4]([O:10][c:11]2[c:12]([F:28])[c:13]([CH2:18][NH:19][C:20](=[O:21])[c:22]3[c:23]([Cl:27])[n:24][cH:25][nH:26]3)[cH:14][cH:15][c:16]2[Cl:17])[cH:5][c:6]([C:8]#[N:9])[cH:7]1.